describe an organic reaction: reactants, conditions, products, and yield From a dataset of the Open Reaction Database (ORD), a public repository of structured organic reaction records. Starting materials: C(C)N1C(N(CN(C1)C)C=1SC2=C(N1)C=C(C=C2OC)C=2C=NC(=NC2)N2CCC(CC2)(C(=O)OCC)C)=O (Ethyl 1-[5-[2-(3-ethyl-5-methyl-2-oxo-1,3,5-triazinan-1-yl)-7-methoxy-1,3-benzothiazol-5-yl]pyrimidin-2-yl]-4-methyl-piperidine-4-carboxylate). Run in [OH-].[Na+] (NaOH), C1CCOC1 (THF), [OH-].[Na+] (NaOH), [OH-].[Na+] (NaOH), [OH-].[Na+] (NaOH). Reaction conditions: time 3 hour. Product: C(C)NC(=O)NC=1SC2=C(N1)C=C(C=C2OC)C=2C=NC(=NC2)N2CCC(CC2)(C(=O)O)C (1-[5-[2-(Ethylcarbamoylamino)-7-methoxy-1,3-benzothiazol-5-yl]pyrimidin-2-yl]-4-methyl-piperidine-4-carboxylic acid). Yield: 31.1%. RXN SMILES: [CH2:1]([N:3]1CN(C)C[N:5]([C:10]2[S:11][C:12]3[C:18]([O:19][CH3:20])=[CH:17][C:16]([C:21]4[CH:22]=[N:23][C:24]([N:27]5[CH2:32][CH2:31][C:30]([CH3:38])([C:33]([O:35]CC)=[O:34])[CH2:29][CH2:28]5)=[N:25][CH:26]=4)=[CH:15][C:13]=3[N:14]=2)[C:4]1=[O:39])[CH3:2]>[OH-].[Na+].C1COCC1>[CH2:1]([NH:3][C:4]([NH:5][C:10]1[S:11][C:12]2[C:18]([O:19][CH3:20])=[CH:17][C:16]([C:21]3[CH:22]=[N:23][C:24]([N:27]4[CH2:32][CH2:31][C:30]([CH3:38])([C:33]([OH:35])=[O:34])[CH2:29][CH2:28]4)=[N:25][CH:26]=3)=[CH:15][C:13]=2[N:14]=1)=[O:39])[CH3:2] |f:1.2|. Procedure details: Ethyl 1-[5-[2-(3-ethyl-5-methyl-2-oxo-1,3,5-triazinan-1-yl)-7-methoxy-1,3-benzothiazol-5-yl]pyrimidin-2-yl]-4-methyl-piperidine-4-carboxylate (225 mg, 0.41 mmol) was dissolved in a mixture of NaOH (1M) (1 mL) and THF (3 mL) and the mixture stirred at rt for 3 hrs. A further portion of NaOH (1M) (1 mL) was added and stirring at rt continued for a further 1 hr. The reaction was heated at 60° C. for 16 hrs then at 100 C for 2 hrs and then with a further portion of NaOH (1 M, 1 mL) for 4 hrs. 5 M Na... Starting materials: C([O-])([O-])=O.[Na+].[Na+] (Sodium carbonate), BrC1=C(OC2=C1C=C(C=C2)CN2C(=NC(=C2C(=O)NCC)Cl)CCCC)C2=C(C=CC=C2)C=2N=NN(N2)C(C2=CC=CC=C2)(C2=CC=CC=C2)C2=CC=CC=C2 (1 -[[3-Bromo-2-[2-[2-(triphenylmethyl)-2H-tetrazol-5-yl]phenyl]-5-benzofuranyl]methyl]-2-butyl-4-chloro-N-ethyl-1H-imidazole-5-carboxamide), BrC1=C(C(=O)OCC)C=CC=C1 (ethyl 2-bromobenzoate). Reagents/catalysts: C=1C=CC(=CC1)[P](C=2C=CC=CC2)(C=3C=CC=CC3)[Pd]([P](C=4C=CC=CC4)(C=5C=CC=CC5)C=6C=CC=CC6)([P](C=7C=CC=CC7)(C=8C=CC=CC8)C=9C=CC=CC9)[P](C=1C=CC=CC1)(C=1C=CC=CC1)C=1C=CC=CC1.[Pd].C1(=CC=CC=C1)P(C1=CC=CC=C1)C1=CC=CC=C1 (tetrakis triphenylphosphine palladium (0)). Solvent: COCCOC (DME). Product: CC=1C=CC2=C(C=C(O2)C2=C(C(=O)OCC)C=CC=C2)C1 (Ethyl 2-(5-methyl-2-benzofuranyl)benzoate). Isolated yield 313.2%. RXN SMILES: C(=O)([O-])[O-].[Na+].[Na+].Br[C:8]1[C:12]2[CH:13]=[C:14]([CH2:17]N3C(C(NCC)=O)=C(Cl)N=C3CCCC)[CH:15]=[CH:16][C:11]=2[O:10][C:9]=1C1C=CC=CC=1C1N=NN(C(C2C=CC=CC=2)(C2C=CC=CC=2)C2C=CC=CC=2)N=1.Br[C:64]1[CH:74]=[CH:73][CH:72]=[CH:71][C:65]=1[C:66]([O:68][CH2:69][CH3:70])=[O:67]>COCCOC.C1C=CC([P]([Pd]([P](C2C=CC=CC=2)(C2C=CC=CC=2)C2C=CC=CC=2)([P](C2C=CC=CC=2)(C2C=CC=CC=2)C2C=CC=CC=2)[P](C2C=CC=CC=2)(C2C=CC=CC=2)C2C=CC=CC=2)(C2C=CC=CC=2)C2C=CC=CC=2)=CC=1.[Pd].C1(P(C2C=CC=CC=2)C2C=CC=CC=2)C=CC=CC=1>[CH3:17][C:14]1[CH:15]=[CH:16][C:11]2[O:10][C:9]([C:64]3[CH:74]=[CH:73][CH:72]=[CH:71][C:65]=3[C:66]([O:68][CH2:69][CH3:70])=[O:67])=[CH:8][C:12]=2[CH:13]=1 |f:0.1.2,6.7.8,^1:84,86,105,124|. Reported procedure: Sodium carbonate (1N; 60 ml) was added to a mixture of Intermediate 1 (4.7 g), ethyl 2-bromobenzoate (5.89 g) and tetrakis- triphenylphosphine palladium (0) (0.88 g) in DME (100 ml). The mixture was heated at reflux for 18 h, cooled to room temperature and then concentrated in vacuo. The residue was extracted with ether (3×100 ml) and the combined extracts washed with brine (1×100 ml) and dried. The solvent was evaporated to give a brown oil (5 g) which was purified by column chromatography elut... The reactants are ClC1=NC(=CC=C1)C(=O)O (2-chloro-6-hydroxycarbonylpyridine), Cl (HCl), C(C)O (ethanol). Solvent: solution. Yields the product ClC1=NC(=CC=C1)C(=O)OCC (2-Chloro-6-ethoxycarbonyl-pyridine). RXN SMILES: [Cl:1][C:2]1[CH:7]=[CH:6][CH:5]=[C:4]([C:8]([OH:10])=[O:9])[N:3]=1.Cl.[CH2:12](O)[CH3:13]>>[Cl:1][C:2]1[CH:7]=[CH:6][CH:5]=[C:4]([C:8]([O:10][CH2:12][CH3:13])=[O:9])[N:3]=1. Procedure: 14.1 g (0.0895 mole) of 2-chloro-6-hydroxycarbonylpyridine in 133 ml of a solution of HCl in ethanol is heated for 8 hours under reflux. The solvent is evaporated off, ethyl acetate added and the mixture washed with a solution of bicarbonate. The solvent is further evaporated and the reaction product purified by flash chromatography (cyclohexane/ethyl acetate=7/3). The required product is obtained. Reactants: ClC(=O)OCCCCCCCC (Octyl chloroformate), OC1=CC=C(C=O)C=C1 (p-hydroxybenzaldehyde). The solvent is N1=CC=CC=C1 (pyridine). Conditions: time 8 hour. The product is C(CCCCCCC)OC(=O)OC1=CC=C(C=O)C=C1 (p-octyloxycarbonyloxybenzaldehyde). Yield: 99.4%. Reaction SMILES: Cl[C:2]([O:4][CH2:5][CH2:6][CH2:7][CH2:8][CH2:9][CH2:10][CH2:11][CH3:12])=[O:3].[OH:13][C:14]1[CH:21]=[CH:20][C:17]([CH:18]=[O:19])=[CH:16][CH:15]=1>N1C=CC=CC=1>[CH2:5]([O:4][C:2]([O:13][C:14]1[CH:21]=[CH:20][C:17]([CH:18]=[O:19])=[CH:16][CH:15]=1)=[O:3])[CH2:6][CH2:7][CH2:8][CH2:9][CH2:10][CH2:11][CH3:12]. Procedure: Octyl chloroformate (23.1 g, 0.12 mol) was added to and reacted with a solution of p-hydroxybenzaldehyde (III) (16 g, 0.18 mol) dissolved in dry pyridine (100 ml), followed by allowing the reaction mixture to stand overnight, thereafter extracting it with toluene, washing the organic layer with 6N-hydrochloric acid, then with 2N-NaOH aqueous solution and further with water until the washing water became neutral, and distilling off toluene to obtain p-octyloxycarbonyloxybenzaldehyde (IV) (33.2 g)... Starting materials: CSC, CO, ClCCl, O=[O+][O-], C=C(c1ccccc1)c1ccc2nc(-c3ccc(C4OCCCO4)cc3F)sc2n1. Yields the product O=C(c1ccccc1)c1ccc2nc(-c3ccc(C4OCCCO4)cc3F)sc2n1. As a reaction SMILES: [CH3:34][S:35][CH3:36].[CH3:40][OH:41].[Cl:37][CH2:38][Cl:39].[O-:31][O+:32]=[O:33].[O:1]1[CH:2]([c:7]2[cH:8][c:9]([F:30])[c:10](-[c:13]3[s:14][c:15]4[n:16][c:17]([C:22](=[CH2:23])[c:24]5[cH:25][cH:26][cH:27][cH:28][cH:29]5)[cH:18][cH:19][c:20]4[n:21]3)[cH:11][cH:12]2)[O:3][CH2:4][CH2:5][CH2:6]1>>[O:1]1[CH:2]([c:7]2[cH:8][c:9]([F:30])[c:10](-[c:13]3[s:14][c:15]4[n:16][c:17]([C:22]([c:24]5[cH:25][cH:26][cH:27][cH:28][cH:29]5)=[O:31])[cH:18][cH:19][c:20]4[n:21]3)[cH:11][cH:12]2)[O:3][CH2:4][CH2:5][CH2:6]1. The reactants are [BH4-], CCO, O=Cc1ccc(-c2ccc(Cc3cc(C4OC(CO)C(O)C(O)C4O)ccc3Cl)s2)cc1, [Na+]. Product: OCc1ccc(-c2ccc(Cc3cc(C4OC(CO)C(O)C(O)C4O)ccc3Cl)s2)cc1. Reaction SMILES: [BH4-:33].[CH3:35][CH2:36][OH:37].[CH:1]1([c:12]2[cH:13][c:14]([CH2:19][c:20]3[s:21][c:22](-[c:25]4[cH:26][cH:27][c:28]([CH:31]=[O:32])[cH:29][cH:30]4)[cH:23][cH:24]3)[c:15]([Cl:18])[cH:16][cH:17]2)[CH:2]([OH:3])[CH:4]([OH:5])[CH:6]([OH:7])[CH:8]([CH2:10][OH:11])[O:9]1.[Na+:34]>>[CH:1]1([c:12]2[cH:13][c:14]([CH2:19][c:20]3[s:21][c:22](-[c:25]4[cH:26][cH:27][c:28]([CH2:31][OH:32])[cH:29][cH:30]4)[cH:23][cH:24]3)[c:15]([Cl:18])[cH:16][cH:17]2)[CH:2]([OH:3])[CH:4]([OH:5])[CH:6]([OH:7])[CH:8]([CH2:10][OH:11])[O:9]1. Reactants: ClCCCBr, COc1cccc(C(C#N)c2ccc(Br)cn2)c1, CCCCCC, CCOCC, [H-], [Na+], CN(C)C=O, O. Product: COc1cccc(C(C#N)(CCCCl)c2ccc(Br)cn2)c1. As a reaction SMILES: [Br:27][CH2:28][CH2:29][CH2:30][Cl:31].[Br:9][c:10]1[cH:11][cH:12][c:13]([CH:16]([C:17]#[N:18])[c:19]2[cH:20][c:21]([O:25][CH3:26])[cH:22][cH:23][cH:24]2)[n:14][cH:15]1.[CH3:1][CH2:2][CH2:3][CH2:4][CH2:5][CH3:6].[CH3:37][CH2:38][O:39][CH2:40][CH3:41].[H-:7].[Na+:8].[O:32]=[CH:33][N:34]([CH3:35])[CH3:36].[OH2:42]>>[Br:9][c:10]1[cH:11][cH:12][c:13]([C:16]([C:17]#[N:18])([c:19]2[cH:20][c:21]([O:25][CH3:26])[cH:22][cH:23][cH:24]2)[CH2:28][CH2:29][CH2:30][Cl:31])[n:14][cH:15]1. Starting materials: N,N'-carbonyldiimidazole, C(=O)(O)[C@H]1N(C[C@H](C1)SCC1=CC=C(C=C1)OC)C ((2S,4S)-2-carboxy-4-(4-methoxybenzylthio)-1-methylpyrrolidine), OCCN1CCNCC1 (N-hydroxyethylpiperazine). The solvent is C(C)#N (acetonitrile). Run at temperature 40 celsius, time 30 minute. The product is OCCN1CCN(CC1)C(=O)[C@H]1N(C[C@H](C1)SCC1=CC=C(C=C1)OC)C ((2S,4S)-2-[4-(2-Hydroxyethyl)-1-piperazinylcarbonyl)-4-(4-methoxybenzylthio)-1-methylpyrrolidine). Isolated yield 73.4%. Reaction SMILES: [C:1]([C@@H:4]1[CH2:8][C@H:7]([S:9][CH2:10][C:11]2[CH:16]=[CH:15][C:14]([O:17][CH3:18])=[CH:13][CH:12]=2)[CH2:6][N:5]1[CH3:19])([OH:3])=O.[OH:20][CH2:21][CH2:22][N:23]1[CH2:28][CH2:27][NH:26][CH2:25][CH2:24]1>C(#N)C>[OH:20][CH2:21][CH2:22][N:23]1[CH2:28][CH2:27][N:26]([C:1]([C@@H:4]2[CH2:8][C@H:7]([S:9][CH2:10][C:11]3[CH:16]=[CH:15][C:14]([O:17][CH3:18])=[CH:13][CH:12]=3)[CH2:6][N:5]2[CH3:19])=[O:3])[CH2:25][CH2:24]1. Procedure: 800 mg of N,N'-carbonyldiimidazole were added to a suspension of 1.13 g of (2S,4S)-2-carboxy-4-(4-methoxybenzylthio)-1-methylpyrrolidine in 20 ml of dry acetonitrile, and the resulting mixture was stirred at 40° C. for 30 minutes. At the end of this time, the reaction mixture was ice-cooled, and 600 mg of N-hydroxyethylpiperazine were added to the mixture. The temperature was allowed to rise to room temperature over a period of 30 minutes. The reaction mixture was then concentrated by evaporatio... Reactants: O=C(Cl)Cl, C1CCCCC1, Nc1ccc(-c2nc3cc(NC(=O)c4ccccn4)ncc3[nH]2)cc1. Yields the product O=C(Nc1cc2nc(-c3ccc(C(=O)C4CCCCC4)cc3)[nH]c2cn1)c1ccccn1. Reaction SMILES: [C:26](=[O:27])([Cl:28])[Cl:29].[CH2:30]1[CH2:31][CH2:32][CH2:33][CH2:34][CH2:35]1.[NH2:1][c:2]1[cH:3][cH:4][c:5](-[c:8]2[n:9][c:10]3[c:11]([cH:12][n:13][c:14]([NH:16][C:17](=[O:18])[c:19]4[n:20][cH:21][cH:22][cH:23][cH:24]4)[cH:15]3)[nH:25]2)[cH:6][cH:7]1>>[c:2]1([C:26](=[O:27])[CH:30]2[CH2:31][CH2:32][CH2:33][CH2:34][CH2:35]2)[cH:3][cH:4][c:5](-[c:8]2[n:9][c:10]3[c:11]([cH:12][n:13][c:14]([NH:16][C:17](=[O:18])[c:19]4[n:20][cH:21][cH:22][cH:23][cH:24]4)[cH:15]3)[nH:25]2)[cH:6][cH:7]1.